This data is from the Open Reaction Database (ORD), a public repository of structured organic reaction records. The task is: describe an organic reaction: reactants, conditions, products, and yield Starting materials: BrC1=CC=C(C(C(=O)OC)=C1)O (Methyl 5-bromosalicylate), NO (hydroxylamine). Run in O1CCOCC1 (1,4-dioxane), O (water). Run at time 24 hour. Yields the product BrC=1C=CC(=C(C(=O)NO)C1)O (5-bromo-N,2-dihydroxybenzamide). RXN SMILES: [Br:1][C:2]1[CH:11]=[C:6]([C:7](OC)=[O:8])[C:5]([OH:12])=[CH:4][CH:3]=1.[NH2:13][OH:14]>O1CCOCC1.O>[Br:1][C:2]1[CH:3]=[CH:4][C:5]([OH:12])=[C:6]([CH:11]=1)[C:7]([NH:13][OH:14])=[O:8]. Procedure details: Methyl 5-bromosalicylate (5 g, 21.6 mmol) was dissolved in 90 mL 1,4-dioxane and 10 mL water. 10 mL 50% aqueous hydroxylamine solution was added and the mixture was stirred at ambient temperature for 24 hours. After concentrating the mixture under vacuum, water was added. The formed precipitate was filtered, washed with water and dried yielding 5-bromo-N,2-dihydroxybenzamide (4.12 g, 17.76 mmol) as off-white solid. Reactants: ClC1=CC=C(C=C1)OC (4-chloroanisole), C(CCC)NCCCC (N,N-di-n-butylamine), CC(C)([O-])C.[Na+] (sodium tert-butoxide). Yields the product C(CCC)N(C1=CC=C(C=C1)OC)CCCC (N,N-dibutyl-4-methoxylaniline). The yield is 93.1%. As a reaction SMILES: Cl[C:2]1[CH:7]=[CH:6][C:5]([O:8][CH3:9])=[CH:4][CH:3]=1.[CH2:10]([NH:14][CH2:15][CH2:16][CH2:17][CH3:18])[CH2:11][CH2:12][CH3:13].CC(C)([O-])C.[Na+]>>[CH2:10]([N:14]([CH2:15][CH2:16][CH2:17][CH3:18])[C:2]1[CH:7]=[CH:6][C:5]([O:8][CH3:9])=[CH:4][CH:3]=1)[CH2:11][CH2:12][CH3:13] |f:2.3|. Procedure: According to the general procedure B, 4-chloroanisole (150 mg, 1.05 mmol) reacted with N,N-di-n-butylamine (160 mg, 1.24 mmol) using 1 mol % of catalyst and sodium tert-butoxide (120 mg, 1.25 mmol) at 100° C. for 20 h to give the title compound (230 mg, 93%) as an colorless oil: 1H-NMR (400 MHz, CDCl3): δ 6.74 (d, 2H, J=9.2 Hz), 6.58 (d, 2H, J=9.2 Hz), 3.68 (s, 3H), 3.11 (t, 4H, J=8.0 and 7.2 Hz), 1.45 (m, 4H), 1.26 (m, 4H), 0.86 (t, 6H, J=7.6 and 7.2 Hz). 13C{1H}-NMR (100 MHz, CDCl3): δ 150.96,...